Task: describe an organic reaction: reactants, conditions, products, and yield. Dataset: the Open Reaction Database (ORD), a public repository of structured organic reaction records The reactants are C(CCCCC)Br (Hexyl bromide), C1=CC=CC=2C3=CC=CC=C3NC12 (Carbazole), [OH-].[K+] (potassium hydroxide), four. The solvent is O (water). Run at temperature 95 celsius, time 25 minute. Yields the product C(CCCCC)N1C2=CC=CC=C2C=2C=CC=CC12 (9-hexylcarbazole). Isolated yield 95.0%. Reaction SMILES: [CH:1]1[C:13]2[NH:12][C:11]3[C:6](=[CH:7][CH:8]=[CH:9][CH:10]=3)[C:5]=2[CH:4]=[CH:3][CH:2]=1.[OH-].[K+].[CH2:16](Br)[CH2:17][CH2:18][CH2:19][CH2:20][CH3:21]>O>[CH2:16]([N:12]1[C:11]2[CH:10]=[CH:9][CH:8]=[CH:7][C:6]=2[C:5]2[C:13]1=[CH:1][CH:2]=[CH:3][CH:4]=2)[CH2:17][CH2:18][CH2:19][CH2:20][CH3:21] |f:1.2|. Procedure: Carbazole (23.66 g, 0.16 mol), potassium hydroxide (14.45 g. 0.226 mol), water (30 g) and line (100 g) were added into a 500 ml four neck flask equipped with Dean-stark apparatus, and refluxed. Water (about 30 g) was separated, and the reaction mixture was cooled to 90 to 100° C. Hexyl bromide (33 g, 0.2 mol) was added dropwise thereto over about 25 minutes, and then reflux was carried out for 1 hour. 9-hexylcarbazole was obtained in a 95% yield. Solvent: CCO (EtOH). Yields the product C(C)(=O)C1=CC(=NN1)C(=O)O (5-acetyl-1H-pyrazole-3-carboxylic acid). Yield: 87.6%. Reactants: solution, [OH-].[Na+] (NaOH), C(C)(=O)C1=CC(=NN1)C(=O)OCC (Ethyl 5-acetyl-1H-pyrazole-3-carboxylate). Reported procedure: Ethyl 5-acetyl-1H-pyrazole-3-carboxylate (0.050 g, 0.274 mmol) was dissolved in EtOH (5 mL) and treated with a 2 M solution of NaOH (0.5 mL, 1 eq.) at reflux temperature for 3 h. Solvent was evaporated to dryness and the residue dissolved in H2O. After treatment with 2M HCl the resulting precipitate was extracted with DCM. The organic phase was dried on Na2SO4 and concentrated to dryness to give the title compound (37 mg, 87% yield) as a white solid. Reaction SMILES: [C:1]([C:4]1[NH:8][N:7]=[C:6]([C:9]([O:11]CC)=[O:10])[CH:5]=1)(=[O:3])[CH3:2].[OH-].[Na+]>CCO>[C:1]([C:4]1[NH:8][N:7]=[C:6]([C:9]([OH:11])=[O:10])[CH:5]=1)(=[O:3])[CH3:2] |f:1.2|. Starting materials: P(O)(O)(O)=O (phosphoric acid), [O-]Cl=O.[Na+] (NaClO2), C(C)(=O)OC\C(=C(/CO)\C1=CC=CC=C1)\C1=CC=C(C=C1)S(=O)(=O)C ((2Z)-4-hydroxy-2-[4-(methylsulfonyl)phenyl]-3-phenylbut-2-enyl acetate), CC(=O)OI1(C=2C=CC=CC2C(=O)O1)(OC(=O)C)OC(=O)C (Dess-Martin reagent), CC(C)=CC (2-methyl-2-butene). Run in C1CCOC1 (THF), CC(C)(C)O (t-BuOH), O (water), ClCCl (dichloromethane). Conditions: time 2 hour. The product is C(C)(=O)OC\C(=C(/C(=O)O)\C1=CC=CC=C1)\C1=CC=C(C=C1)S(=O)(=O)C ((2Z)-4-(acetyloxy)-3-[4-(methylsulfonyl)phenyl]-2-phenylbut-2-enoic acid). The yield is 93.0%. As a reaction SMILES: [C:1]([O:4][CH2:5]/[C:6](/[C:16]1[CH:21]=[CH:20][C:19]([S:22]([CH3:25])(=[O:24])=[O:23])=[CH:18][CH:17]=1)=[C:7](/[C:10]1[CH:15]=[CH:14][CH:13]=[CH:12][CH:11]=1)\[CH2:8][OH:9])(=[O:3])[CH3:2].CC(OI1(OC(C)=O)(OC(C)=O)OC(=O)C2C=CC=CC1=2)=[O:28].CC(=CC)C.P(=O)(O)(O)O.[O-]Cl=O.[Na+]>ClCCl.C1COCC1.CC(O)(C)C.O>[C:1]([O:4][CH2:5]/[C:6](/[C:16]1[CH:17]=[CH:18][C:19]([S:22]([CH3:25])(=[O:24])=[O:23])=[CH:20][CH:21]=1)=[C:7](/[C:10]1[CH:15]=[CH:14][CH:13]=[CH:12][CH:11]=1)\[C:8]([OH:28])=[O:9])(=[O:3])[CH3:2] |f:4.5|. Procedure details: To a solution of 38.3 g of (2Z)-4-hydroxy-2-[4-(methylsulfonyl)phenyl]-3-phenylbut-2-enyl acetate in 500 mL of dichloromethane, 47 g of Dess-Martin reagent was added and the resulted mixture was stirred at rt for 2 hr. Then 2 mL of water was added and the resulted mixture was stirred at rt for 1 hr. Then the mixture was filtered and evaporated. The crude thus obtained was dissolved in a solvent mixture of 200 mL of THF with 200 mL of t-BuOH. To the resulting mixture, 30 mL of 2-methyl-2-butene w... Starting materials: C(C)OC(C1=C(N=C(C=C1C(F)(F)F)C1=CC=C(C=C1)OC(F)(F)F)C)=O (2-methyl-6-(4-trifluoromethoxy-phenyl)-4-trifluoromethyl-nicotinic acid ethyl ester), [H-].[Al+3].[Li+].[H-].[H-].[H-] (lithium aluminium hydride), ice water, [OH-].[Na+] (NaOH). Solvent: C(C)OCC (diethyl ether), C(C)OCC (diethyl ether). Conditions: temperature 0 celsius. Product: CC1=NC(=CC(=C1CO)C(F)(F)F)C1=CC=C(C=C1)OC(F)(F)F ([2-Methyl-6-(4-trifluoromethoxy-phenyl)-4-trifluoromethyl-pyridin-3-yl]-methanol). The yield is 40.0%. As a reaction SMILES: C([O:3][C:4](=O)[C:5]1[C:10]([C:11]([F:14])([F:13])[F:12])=[CH:9][C:8]([C:15]2[CH:20]=[CH:19][C:18]([O:21][C:22]([F:25])([F:24])[F:23])=[CH:17][CH:16]=2)=[N:7][C:6]=1[CH3:26])C.[H-].[Al+3].[Li+].[H-].[H-].[H-].[OH-].[Na+]>C(OCC)C>[CH3:26][C:6]1[C:5]([CH2:4][OH:3])=[C:10]([C:11]([F:14])([F:13])[F:12])[CH:9]=[C:8]([C:15]2[CH:20]=[CH:19][C:18]([O:21][C:22]([F:24])([F:23])[F:25])=[CH:17][CH:16]=2)[N:7]=1 |f:1.2.3.4.5.6,7.8|. Reported procedure: A solution of 2-methyl-6-(4-trifluoromethoxy-phenyl)-4-trifluoromethyl-nicotinic acid ethyl ester (400 mg, 1 mmol) in diethyl ether (6 ml) was added to a suspension of lithium aluminium hydride (77 mg, 2 mmol) in diethyl ether (12 ml) under an argon atmosphere at ambient temperature within 5 min. The mixture was stirred at reflux for 12 h, cooled to 0° C. and treated cautiously with ice water (12 ml) and 10% aqueous NaOH (6 ml). The reaction mixture was filtered over celite, t-butyl methylether ...